From a dataset of the Open Reaction Database (ORD), a public repository of structured organic reaction records. describe an organic reaction: reactants, conditions, products, and yield The reactants are O=C([O-])O, COc1ccc(Oc2ccc3nn(-c4cccnc4)cc3c2)cc1, CSCCC(N)C(=O)O, CS(=O)(=O)O, [Na+], [Na+], [OH-], O. Yields the product Oc1ccc(Oc2ccc3nn(-c4cccnc4)cc3c2)cc1. As a reaction SMILES: [C:36](=[O:37])([OH:38])[O-:39].[CH3:1][O:2][c:3]1[cH:4][cH:5][c:6]([O:7][c:8]2[cH:9][c:10]3[cH:11][n:12](-[c:17]4[cH:18][n:19][cH:20][cH:21][cH:22]4)[n:13][c:14]3[cH:15][cH:16]2)[cH:23][cH:24]1.[CH3:25][S:26][CH2:27][CH2:28][CH:29]([C:30](=[O:31])[OH:32])[NH2:33].[CH3:41][S:42](=[O:43])(=[O:44])[OH:45].[Na+:35].[Na+:40].[OH-:34].[OH2:46]>>[OH:2][c:3]1[cH:4][cH:5][c:6]([O:7][c:8]2[cH:9][c:10]3[cH:11][n:12](-[c:17]4[cH:18][n:19][cH:20][cH:21][cH:22]4)[n:13][c:14]3[cH:15][cH:16]2)[cH:23][cH:24]1. The reactants are CC(=O)OCC=C(C)CO, CN(C)C=O, [Cl-], O. The product is CC(=O)OCC=C(C)C=O. RXN SMILES: [C:1]([CH3:2])(=[O:3])[O:4][CH2:5][CH:6]=[C:7]([CH2:8][OH:9])[CH3:10].[CH3:13][N:14]([CH3:15])[CH:16]=[O:17].[Cl-:11].[OH2:12]>>[C:1]([CH3:2])(=[O:3])[O:4][CH2:5][CH:6]=[C:7]([CH:8]=[O:9])[CH3:10].